The task is: describe an organic reaction: reactants, conditions, products, and yield. This data is from the Open Reaction Database (ORD), a public repository of structured organic reaction records. Procedure: Using the procedure described in Example 161, 5-oxo-5-morpholinopentanoic acid (166 mg, 0.826 mmol) and 2-amino-N-(4-methoxyphenyl)benzamide yielded, after recrystallization from ethyl acetate/hexanes, 220 mg (63%) of the title compound as a white amorphous solid. Yields the product COC1=CC=C(C=C1)NC(C1=C(C=CC=C1)NC(CCCC(N1CCOCC1)=O)=O)=O (N-(4-Methoxyphenyl)-2-[(1,5-dioxo-5-morpholinopentyl)amino]benzamide). Reaction SMILES: [O:1]=[C:2]([N:9]1[CH2:14][CH2:13][O:12][CH2:11][CH2:10]1)[CH2:3][CH2:4][CH2:5][C:6]([OH:8])=O.[NH2:15][C:16]1[CH:32]=[CH:31][CH:30]=[CH:29][C:17]=1[C:18]([NH:20][C:21]1[CH:26]=[CH:25][C:24]([O:27][CH3:28])=[CH:23][CH:22]=1)=[O:19]>>[CH3:28][O:27][C:24]1[CH:23]=[CH:22][C:21]([NH:20][C:18](=[O:19])[C:17]2[CH:29]=[CH:30][CH:31]=[CH:32][C:16]=2[NH:15][C:6](=[O:8])[CH2:5][CH2:4][CH2:3][C:2](=[O:1])[N:9]2[CH2:14][CH2:13][O:12][CH2:11][CH2:10]2)=[CH:26][CH:25]=1. The reactants are O=C(CCCC(=O)O)N1CCOCC1 (5-oxo-5-morpholinopentanoic acid), NC1=C(C(=O)NC2=CC=C(C=C2)OC)C=CC=C1 (2-amino-N-(4-methoxyphenyl)benzamide). The reactants are [Cl-].[NH4+] (ammonium chloride), C(C1=CC=CC=C1)N1C2=C(C=CC(=C2C=2C(CCCC12)C(=O)OCC)OC)C (ethyl 9-benzyl-5-methoxy-8-methyl-1,2,3,4-tetrahydrocarbazole-4-carboxylate), solution, C[Al](C)C (trimethylaluminum). The solvent is C1(=CC=CC=C1)C (toluene), C1(=CC=CC=C1)C (toluene), ClCCl (dichloromethane), C1(=CC=CC=C1)C (toluene). Reaction conditions: temperature 50 celsius. The product is C(C1=CC=CC=C1)N1C2=C(C=CC(=C2C=2C(CCCC12)C(=O)N)OC)C (9-benzyl-5-methoxy-8-methyl-1,2,3,4-tetrahydrocarbazole-4-carboxamide). Yield: 98.5%. As a reaction SMILES: [Cl-].[NH4+:2].C[Al](C)C.[CH2:7]([N:14]1[C:26]2[CH2:25][CH2:24][CH2:23][CH:22]([C:27](OCC)=[O:28])[C:21]=2[C:20]2[C:15]1=[C:16]([CH3:34])[CH:17]=[CH:18][C:19]=2[O:32][CH3:33])[C:8]1[CH:13]=[CH:12][CH:11]=[CH:10][CH:9]=1>C1(C)C=CC=CC=1.ClCCl>[CH2:7]([N:14]1[C:26]2[CH2:25][CH2:24][CH2:23][CH:22]([C:27]([NH2:2])=[O:28])[C:21]=2[C:20]2[C:15]1=[C:16]([CH3:34])[CH:17]=[CH:18][C:19]=2[O:32][CH3:33])[C:8]1[CH:13]=[CH:12][CH:11]=[CH:10][CH:9]=1 |f:0.1|. Procedure: A slurry of 0.38 g of ammonium chloride in 15 ml of dry toluene was cooled in an ice bath and treated with 3.5 ml of a 2.0 M solution of trimethylaluminum in toluene. This mixture was stirred for 1 hour at room temperature, whereupon 0.762 g (2.02 mmol) of ethyl 9-benzyl-5-methoxy-8-methyl-1,2,3,4-tetrahydrocarbazole-4-carboxylate in 10 ml of toluene and 1 ml of dichloromethane was added. The mixture was heated to 50° C. overnight, cooled and quenched with 20 ml of aqueous 5% HCl solution. Ethyl... Reactants: N (NH3), BrC1=CC=C2C(=C(N=NC2=C1)CCCl)Cl (7-Bromo-4-chloro-3-(2-chloro-ethyl)-cinnoline), C(#N)C1=CC=C(C=C1)B(O)O (4-cyanophenylboronic acid), C(=O)([O-])[O-].[Na+].[Na+] (Na2CO3). The reagents and catalysts are Cl[Pd]([P](C1=CC=CC=C1)(C2=CC=CC=C2)C3=CC=CC=C3)([P](C4=CC=CC=C4)(C5=CC=CC=C5)C6=CC=CC=C6)Cl (Pd(PPh3)2Cl2). Solvent: C(C)(C)O.C1(=CC=CC=C1)C (isopropanol toluene), O (water). Run at temperature 90 celsius. Yields the product ClCCC=1N=NC2=CC(=CC=C2C1)C1=CC=C(C#N)C=C1 (4-[3-(2-Chloro-ethyl)-cinnolin-7-yl]-benzonitrile). Isolated yield 50.0%. As a reaction SMILES: Br[C:2]1[CH:11]=[C:10]2[C:5]([C:6](Cl)=[C:7]([CH2:12][CH2:13][Cl:14])[N:8]=[N:9]2)=[CH:4][CH:3]=1.[C:16]([C:18]1[CH:23]=[CH:22][C:21](B(O)O)=[CH:20][CH:19]=1)#[N:17].C([O-])([O-])=O.[Na+].[Na+].N>C(O)(C)C.C1(C)C=CC=CC=1.O.Cl[Pd](Cl)([P](C1C=CC=CC=1)(C1C=CC=CC=1)C1C=CC=CC=1)[P](C1C=CC=CC=1)(C1C=CC=CC=1)C1C=CC=CC=1>[Cl:14][CH2:13][CH2:12][C:7]1[N:8]=[N:9][C:10]2[C:5]([CH:6]=1)=[CH:4][CH:3]=[C:2]([C:21]1[CH:22]=[CH:23][C:18]([C:16]#[N:17])=[CH:19][CH:20]=1)[CH:11]=2 |f:2.3.4,6.7,^1:48,67|. Reported procedure: A mixture of the product from Example 169C (0.095 g, 0.312 mmol), 4-cyanophenylboronic acid (0.046 g, 0.343 mmol), Pd(PPh3)2Cl2 (0.011 g, 0.016 mmol), and 1 M Na2CO3 (0.778 mL, 0.778 mmol) in de-gassed isopropanol/toluene (5 mL, 1:1) was heated to 90° C. under a dry nitrogen atmosphere for 24 hours. After cooling, the reaction mixture was diluted with 20 mL water, extracted twice with 25 mL dichloromethane, and concentrated under reduced pressure. The crude material was purified by column chroma... The reactants are BrBr, BrC(Br)(Br)C1=Nc2ccccc2SN1, CC(=O)O, [K+], Nc1ccc(S(N)(=O)=O)cc1S(N)(=O)=O, [OH-]. Product: Nc1c(Br)cc(S(N)(=O)=O)cc1S(N)(=O)=O. As a reaction SMILES: [Br:16][Br:17].[Br:20][C:21]([Br:22])([Br:23])[C:24]1=[N:33][c:32]2[c:27]([cH:28][cH:29][cH:30][cH:31]2)[S:26][NH:25]1.[C:34]([OH:35])(=[O:36])[CH3:37].[K+:19].[NH2:1][c:2]1[c:3]([S:12](=[O:13])(=[O:14])[NH2:15])[cH:4][c:5]([S:8]([NH2:9])(=[O:10])=[O:11])[cH:6][cH:7]1.[OH-:18]>>[NH2:1][c:2]1[c:3]([S:12](=[O:13])(=[O:14])[NH2:15])[cH:4][c:5]([S:8]([NH2:9])(=[O:10])=[O:11])[cH:6][c:7]1[Br:20]. Reactants: [Al+3], C1CCOC1, Cc1nc(NC2CCN(Cc3ccccc3)C2)ncc1C(=O)OCc1ccccc1, [H-], [H-], [H-], [H-], [Li+], [Na+], [OH-], O. Yields the product Cc1nc(NC2CCN(Cc3ccccc3)C2)ncc1CO. RXN SMILES: [Al+3:2].[CH2:40]1[O:41][CH2:42][CH2:43][CH2:44]1.[CH2:7]([c:8]1[cH:9][cH:10][cH:11][cH:12][cH:13]1)[N:14]1[CH2:15][CH:16]([NH:19][c:20]2[n:21][cH:22][c:23]([C:27](=[O:28])[O:29][CH2:30][c:31]3[cH:32][cH:33][cH:34][cH:35][cH:36]3)[c:24]([CH3:26])[n:25]2)[CH2:17][CH2:18]1.[H-:1].[H-:4].[H-:5].[H-:6].[Li+:3].[Na+:39].[OH-:38].[OH2:37]>>[CH2:7]([c:8]1[cH:9][cH:10][cH:11][cH:12][cH:13]1)[N:14]1[CH2:15][CH:16]([NH:19][c:20]2[n:21][cH:22][c:23]([CH2:27][OH:28])[c:24]([CH3:26])[n:25]2)[CH2:17][CH2:18]1. Reactants: CN(C)C=O, O=C1CCC(=O)N1Cl, O, ON=Cc1ccccn1. The product is ON=C(Cl)c1ccccn1. Reaction SMILES: [CH3:19][N:20]([CH3:21])[CH:22]=[O:23].[Cl:10][N:11]1[C:12](=[O:13])[CH2:14][CH2:15][C:16]1=[O:17].[OH2:18].[c:1]1([CH:7]=[N:8][OH:9])[cH:2][cH:3][cH:4][cH:5][n:6]1>>[c:1]1([C:7](=[N:8][OH:9])[Cl:10])[cH:2][cH:3][cH:4][cH:5][n:6]1.